This data is from the Open Reaction Database (ORD), a public repository of structured organic reaction records. The task is: describe an organic reaction: reactants, conditions, products, and yield Reactants: C1=C(C=CC=2OC3=C(C21)CCCCCC3)N (6,7,8,9,10,11-Hexahydro-benzo[b]-cycloocta[d]furan-2-ylamine), CC(C(=O)Cl)(C)C (trimethylacetyl chloride). Run in N1=CC=CC=C1 (pyridine). Yields the product CC(C(=O)NC1=CC2=C(OC3=C2CCCCCC3)C=C1)(C)C (2,2-dimethyl-N-[6,7,8,9,10,11-hexahydro-benzo[b]-cycloocta[d]-furan-2-yl]propionamide). Isolated yield 49.4%. As a reaction SMILES: [CH:1]1[C:9]2[C:8]3[CH2:10][CH2:11][CH2:12][CH2:13][CH2:14][CH2:15][C:7]=3[O:6][C:5]=2[CH:4]=[CH:3][C:2]=1[NH2:16].[CH3:17][C:18]([CH3:23])([CH3:22])[C:19](Cl)=[O:20]>N1C=CC=CC=1>[CH3:17][C:18]([CH3:23])([CH3:22])[C:19]([NH:16][C:2]1[CH:3]=[CH:4][C:5]2[O:6][C:7]3[CH2:15][CH2:14][CH2:13][CH2:12][CH2:11][CH2:10][C:8]=3[C:9]=2[CH:1]=1)=[O:20]. Reported procedure: Following the procedure of Example 1, 6,7,8,9,10,11-Hexahydro-benzo[b]-cycloocta[d]furan-2-ylamine (1.1 g, 5.0 mmol) and trimethylacetyl chloride (0.68 mL, 5.5 mmol) in pyridine (10 mL) provided 2,2-dimethyl-N-[6,7,8,9,10,11-hexahydro-benzo[b]-cycloocta[d]-furan-2-yl]propionamide (0.74 g). Mp 189-190° C.; MS (FAB) m/z 300 ([M+H]+); Anal. Calcd. for C19H25NO2: C, 76.22; H, 8.42; N, 4.68; Found: C, 76.57; H, 8.38; N, 4.62.